Dataset: the Open Reaction Database (ORD), a public repository of structured organic reaction records. Task: describe an organic reaction: reactants, conditions, products, and yield The reactants are FC(OC=1C=C(C(=O)O)C=CC1)(F)F (3-(trifluoromethoxy)benzoic acid), C(C(=O)Cl)(=O)Cl (oxalyl chloride), CN(C=O)C (N,N-dimethylformamide), NC=1C=C(OC2=C(C3=C(N=C(S3)NC(=O)C3CC3)C=C2)C#N)C=CC1 (N-[6-(3-Aminophenoxy)-7-cyano-1,3-benzothiazol-2-yl]cyclopropanecarboxamide). The solvent is O1CCCC1 (tetrahydrofuran), C(C)(=O)OCC (ethyl acetate). Conditions: time 1 hour. Product: C(#N)C1=C(C=CC=2N=C(SC21)NC(=O)C2CC2)OC=2C=C(C=CC2)NC(C2=CC(=CC=C2)OC(F)(F)F)=O (N-[3-({7-cyano-2-[(cyclopropylcarbonyl)amino]-1,3-benzothiazol-6-yl}oxy)phenyl]-3-(trifluoromethoxy)benzamide). The yield is 57.6%. Reaction SMILES: [F:1][C:2]([F:14])([F:13])[O:3][C:4]1[CH:5]=[C:6]([CH:10]=[CH:11][CH:12]=1)[C:7]([OH:9])=O.C(Cl)(=O)C(Cl)=O.CN(C)C=O.[NH2:26][C:27]1[CH:28]=[C:29]([CH:48]=[CH:49][CH:50]=1)[O:30][C:31]1[CH:45]=[CH:44][C:34]2[N:35]=[C:36]([NH:38][C:39]([CH:41]3[CH2:43][CH2:42]3)=[O:40])[S:37][C:33]=2[C:32]=1[C:46]#[N:47]>O1CCCC1.C(OCC)(=O)C>[C:46]([C:32]1[C:33]2[S:37][C:36]([NH:38][C:39]([CH:41]3[CH2:42][CH2:43]3)=[O:40])=[N:35][C:34]=2[CH:44]=[CH:45][C:31]=1[O:30][C:29]1[CH:28]=[C:27]([NH:26][C:7](=[O:9])[C:6]2[CH:10]=[CH:11][CH:12]=[C:4]([O:3][C:2]([F:1])([F:14])[F:13])[CH:5]=2)[CH:50]=[CH:49][CH:48]=1)#[N:47]. Reported procedure: To a solution of 3-(trifluoromethoxy)benzoic acid (70 mg, 0.339 mmol) in tetrahydrofuran (2 mL) were added oxalyl chloride (36 μL, 0.420 mmol) and N,N-dimethylformamide (20 μL), and the mixture was stirred at room temperature for 1 hr. The reaction mixture was concentrated under reduced pressure, and the residue was dissolved in N,N-dimethylacetamide (2 mL). N-[6-(3-Aminophenoxy)-7-cyano-1,3-benzothiazol-2-yl]cyclopropanecarboxamide (100 mg, 0.29 mmol) produced in Example 3(vi) was added to the ... Reactants: ClC1=NC=NC(=C1)OCC#CC (4-chloro-6-(2-butynyloxy)pyrimidine), C([O-])([O-])=O.[K+].[K+] (potassium carbonate), FC1=C(C(=CC=C1F)F)O (2,3,6-trifluorophenol), [Cl-].[NH4+] (ammonium chloride). The solvent is CN(C=O)C (N,N-dimethylformamide). Conditions: temperature 60 celsius, time 7 hour. The product is C(C#CC)OC1=NC=NC(=C1)OC1=C(C(=CC=C1F)F)F (4-(2-butynyloxy)-6-(2,3,6-trifluorophenoxy)pyrimidine). The yield is 65.2%. Reaction SMILES: Cl[C:2]1[CH:7]=[C:6]([O:8][CH2:9][C:10]#[C:11][CH3:12])[N:5]=[CH:4][N:3]=1.C(=O)([O-])[O-].[K+].[K+].[F:19][C:20]1[C:25]([F:26])=[CH:24][CH:23]=[C:22]([F:27])[C:21]=1[OH:28].[Cl-].[NH4+]>CN(C)C=O>[CH2:9]([O:8][C:6]1[CH:7]=[C:2]([O:28][C:21]2[C:22]([F:27])=[CH:23][CH:24]=[C:25]([F:26])[C:20]=2[F:19])[N:3]=[CH:4][N:5]=1)[C:10]#[C:11][CH3:12] |f:1.2.3,5.6|. Procedure details: To 2 ml of N,N-dimethylformamide were added 0.2 g of 4-chloro-6-(2-butynyloxy)pyrimidine, 0.23 g of potassium carbonate, and 0.19 g of 2,3,6-trifluorophenol, followed by stirring at 60° C. for 7 hours. The reaction mixture was then left for cooling to room temperature and poured into a saturated aqueous ammonium chloride solution, which was extracted three times with chloroform. The chloroform layers were combined, washed with diluted hydrochloric acid and then with water, and dried over anhydro... The reactants are Cl[C@H]1CN(CCC1)CCC1=CC2=C(C=C1)OCO2 ((R)-(-)-3-chloro-1-(3,4-methylenedioxyphenethyl)piperidine), ice water, [H-].[Na+] (sodium hydride), C1=CC=CC=2NC3=C(OCC21)C=CC=C3 (5,11-dihydrodibenzo[b,e][1,4]oxazepine). The solvent is CS(=O)C (dimethyl sulfoxide), petroleum ether, CS(=O)C (dimethyl sulfoxide). Conditions: time 30 minute. Yields the product C1OC=2C=C(CCN3[C@@H](CCC3)CN3C4=C(OCC5=C3C=CC=C5)C=CC=C4)C=CC2O1 ((S)-(-)-5,11-dihydro-5-[1-(3,4-methylenedioxyphenethyl)-2-pyrrolidinyl-methyl]dibenzo[b,e][1,4]oxazepine). Yield: 51.1%. Reaction SMILES: [H-].[Na+].[CH:3]1[C:13]2[CH2:12][O:11][C:10]3[CH:14]=[CH:15][CH:16]=[CH:17][C:9]=3[NH:8][C:7]=2[CH:6]=[CH:5][CH:4]=1.Cl[C@@H:19]1[CH2:24][CH2:23][CH2:22][N:21]([CH2:25][CH2:26][C:27]2[CH:32]=[CH:31][C:30]3[O:33][CH2:34][O:35][C:29]=3[CH:28]=2)[CH2:20]1>CS(C)=O>[CH2:34]1[O:33][C:30]2[CH:31]=[CH:32][C:27]([CH2:26][CH2:25][N:21]3[CH2:22][CH2:23][CH2:24][C@H:20]3[CH2:19][N:8]3[C:7]4[CH:6]=[CH:5][CH:4]=[CH:3][C:13]=4[CH2:12][O:11][C:10]4[CH:14]=[CH:15][CH:16]=[CH:17][C:9]3=4)=[CH:28][C:29]=2[O:35]1 |f:0.1|. Procedure: Sixty-percent sodium hydride (0.11 g, 2.8 mmols) was washed with petroleum ether, and then suspended in 10 ml of dimethyl sulfoxide. To the suspension were added 450 mg (2.3 mmols) of 5,11-dihydrodibenzo[b,e][1,4]oxazepine. The mixture was stirred in a nitrogen atmosphere at room temperature for 30 minutes. To this reaction solution was added dropwise a solution of 0.56 g (2.1 mmols) of (R)-(-)-3-chloro-1-(3,4-methylenedioxyphenethyl)piperidine [[α]D25 =-11.9° (c=1.0, ethanol)] in 5 ml of dimeth... The reactants are BrCCCCl (1-bromo-3-chloropropane), C1(=CC=CC=C1)N1CCNCC1 (N-phenylpiperazine), CC(=O)C (acetone). Run in [OH-].[Na+] (sodium hydroxide). Yields the product ClCCCON1CCN(CC1)C1=CC=CC=C1 (N1 -(3-chloropropoxy)N4 -phenylpiperazine). As a reaction SMILES: Br[CH2:2][CH2:3][CH2:4][Cl:5].[C:6]1([N:12]2[CH2:17][CH2:16][NH:15][CH2:14][CH2:13]2)[CH:11]=[CH:10][CH:9]=[CH:8][CH:7]=1.CC(C)=[O:20]>[OH-].[Na+]>[Cl:5][CH2:4][CH2:3][CH2:2][O:20][N:15]1[CH2:16][CH2:17][N:12]([C:6]2[CH:11]=[CH:10][CH:9]=[CH:8][CH:7]=2)[CH2:13][CH2:14]1 |f:3.4|. Procedure: N1 -(3-chloropropoxy)N4 -phenylpiperazine was prepared as described in Ind. J. Chem. 435 (1982) by adding dropwise 87 g (0.55 mole) of 1-bromo-3-chloropropane to a stirred solution of 81 g (0.5 mole) of N-phenylpiperazine in 100 ml acetone and 75 ml of 25% aqueous sodium hydroxide. The organic layer was separated, concentrated, slurried with ethyl acetate, washed, dried over magnesium sulfate, and concentrated to an oil weighing 85 g and analyzed by thin layer chromatography and mass spectrometr... Starting materials: CCO, ClCCl, Cl, [H][H], [OH-], [OH-], O=C(NC1Cc2ccc(Cn3cc(CO)c(C(F)(F)F)n3)cc2C1)OCc1ccccc1, [Pd+2]. The product is NC1Cc2ccc(Cn3cc(CO)c(C(F)(F)F)n3)cc2C1. Reaction SMILES: [CH3:33][CH2:34][OH:35].[Cl:39][CH2:40][Cl:41].[ClH:36].[H:37][H:38].[OH-:42].[OH-:44].[OH:1][CH2:2][c:3]1[c:4]([C:29]([F:30])([F:31])[F:32])[n:5][n:6]([CH2:8][c:9]2[cH:10][c:11]3[c:15]([cH:16][cH:17]2)[CH2:14][CH:13]([NH:18][C:19](=[O:20])[O:21][CH2:22][c:23]2[cH:24][cH:25][cH:26][cH:27][cH:28]2)[CH2:12]3)[cH:7]1.[Pd+2:43]>>[OH:1][CH2:2][c:3]1[c:4]([C:29]([F:30])([F:31])[F:32])[n:5][n:6]([CH2:8][c:9]2[cH:10][c:11]3[c:15]([cH:16][cH:17]2)[CH2:14][CH:13]([NH2:18])[CH2:12]3)[cH:7]1.